This data is from the Open Reaction Database (ORD), a public repository of structured organic reaction records. The task is: describe an organic reaction: reactants, conditions, products, and yield Starting materials: N,N′-Carbonyldimidazole, ClC1=C(NC(=C1Cl)C)C(=O)NC1CCN(CC1)C1=NC(=CC(=C1)C(=O)NN)Cl (3,4-dichloro-N-{1-[6-chloro-4-(hydrazinocarbonyl)pyridin-2-yl]piperidin-4-yl}-5-methyl-1H-pyrrole-2-carboxamide), CN(C)C=O (DMF). Reaction conditions: time 6 hour. Product: ClC1=C(NC(=C1Cl)C)C(=O)NC1CCN(CC1)C1=NC(=CC(=C1)C=1OC(NN1)=O)Cl (3,4-Dichloro-N-{1-[6-chloro-4-(5-oxo-4,5-dihydro-1,3,4-oxadiazol-2-yl)-2-pyridinyl]-4-piperidinyl}-5-methyl-1H-pyrrole-2-carboxamide). Reaction SMILES: [Cl:1][C:2]1[C:6]([Cl:7])=[C:5]([CH3:8])[NH:4][C:3]=1[C:9]([NH:11][CH:12]1[CH2:17][CH2:16][N:15]([C:18]2[CH:23]=[C:22]([C:24]([NH:26][NH2:27])=[O:25])[CH:21]=[C:20]([Cl:28])[N:19]=2)[CH2:14][CH2:13]1)=[O:10].CN([CH:32]=[O:33])C>>[Cl:1][C:2]1[C:6]([Cl:7])=[C:5]([CH3:8])[NH:4][C:3]=1[C:9]([NH:11][CH:12]1[CH2:17][CH2:16][N:15]([C:18]2[CH:23]=[C:22]([C:24]3[O:25][C:32](=[O:33])[NH:27][N:26]=3)[CH:21]=[C:20]([Cl:28])[N:19]=2)[CH2:14][CH2:13]1)=[O:10]. Reported procedure: N,N′-Carbonyldimidazole (0.021 g, 0.13 mmol) was added to a stirred solution of 3,4-dichloro-N-{1-[6-chloro-4-(hydrazinocarbonyl)pyridin-2-yl]piperidin-4-yl}-5-methyl-1H-pyrrole-2-carboxamide (Example 309) (30 mg, 0.06 mmol) in DMF (2 ml). The mixture was stirred at room temperature for 6 h. The mixture was filtered and purified by semi-preparative HPLC eluting with CH3CN/H2O (0.1% TFA) mixtures to give the title compound (15 mg). Reactants: CCN1CCNC1=NC#N, CS(C)=O, [H-], [Na+], CC1(C)Oc2ccc(C#N)cc2C2OC21. The product is CCN1CCN(C2=CC(C)(C)Oc3ccc(C#N)cc32)C1=NC#N. Reaction SMILES: [C:3](#[N:4])[N:5]=[C:6]1[N:7]([CH2:11][CH3:12])[CH2:8][CH2:9][NH:10]1.[CH3:28][S:29](=[O:30])[CH3:31].[H-:1].[Na+:2].[O:13]1[CH:14]2[C:15]([CH3:26])([CH3:27])[O:16][c:17]3[c:18]([cH:20][c:21]([C:24]#[N:25])[cH:22][cH:23]3)[CH:19]12>>[C:3](#[N:4])[N:5]=[C:6]1[N:7]([CH2:11][CH3:12])[CH2:8][CH2:9][N:10]1[C:19]1=[CH:14][C:15]([CH3:26])([CH3:27])[O:16][c:17]2[c:18]1[cH:20][c:21]([C:24]#[N:25])[cH:22][cH:23]2.